describe an organic reaction: reactants, conditions, products, and yield From a dataset of the Open Reaction Database (ORD), a public repository of structured organic reaction records. Reactants: C(CCCC)N(C(=O)N1CC(N(CC1)C(N(C1=CC=CC=C1)C1=CC=CC=C1)=O)C(=O)N(C)CCN(C(=O)OC(C)(C)C)C)CCCCC (4-(N,N-di-n-pentylcarbamoyl)-1-(N,N-diphenylcarbamoyl)-2-(2-(N-methyl-N-(t-butoxycarbonyl)amino)-N-(methyl)ethylaminocarbonyl)piperazine), C1(=CC=CC=C1)OC (anisole), FC(C(=O)O)(F)F (trifluoroacetic acid). Procedure: To a mixture of 130 mg (0.19 mmole) of 4-(N,N-di-n-pentylcarbamoyl)-1-(N,N-diphenylcarbamoyl)-2-(2-(N-methyl-N-(t-butoxycarbonyl)amino)-N-(methyl)ethylaminocarbonyl)piperazine and 0.4 mL of anisole at 0° C. was added 2 mL of trifluoroacetic acid precooled to 0° C. After 45 min the solution was concentrated in vacuo and the residue purified by flash chromatography on 16 g of silica gel eluting with 100:9 CH2Cl2 :MeOH to give 130 mg (98%) of an oil. Product: FC(C(=O)O)(F)F.C(CCCC)N(C(=O)N1C[C@H](N(CC1)C(N(C1=CC=CC=C1)C1=CC=CC=C1)=O)C(=O)N(C)CCNC)CCCCC ((S)-4-(N,N-Di-n-pentylcarbamoyl)-1-(N,N-diphenylcarbamoyl)-2-(2-(N-methylamino)-N-(methyl)ethylaminocarbonyl)piperazine trifluoroacetic acid salt). Isolated yield 98.0%. RXN SMILES: [CH2:1]([N:6]([CH2:45][CH2:46][CH2:47][CH2:48][CH3:49])[C:7]([N:9]1[CH2:14][CH2:13][N:12]([C:15](=[O:29])[N:16]([C:23]2[CH:28]=[CH:27][CH:26]=[CH:25][CH:24]=2)[C:17]2[CH:22]=[CH:21][CH:20]=[CH:19][CH:18]=2)[CH:11]([C:30]([N:32]([CH2:34][CH2:35][N:36](C)[C:37](OC(C)(C)C)=O)[CH3:33])=[O:31])[CH2:10]1)=[O:8])[CH2:2][CH2:3][CH2:4][CH3:5].C1(OC)C=CC=CC=1.[F:58][C:59]([F:64])([F:63])[C:60]([OH:62])=[O:61]>>[F:58][C:59]([F:64])([F:63])[C:60]([OH:62])=[O:61].[CH2:45]([N:6]([CH2:1][CH2:2][CH2:3][CH2:4][CH3:5])[C:7]([N:9]1[CH2:14][CH2:13][N:12]([C:15](=[O:29])[N:16]([C:17]2[CH:22]=[CH:21][CH:20]=[CH:19][CH:18]=2)[C:23]2[CH:28]=[CH:27][CH:26]=[CH:25][CH:24]=2)[C@H:11]([C:30]([N:32]([CH2:34][CH2:35][NH:36][CH3:37])[CH3:33])=[O:31])[CH2:10]1)=[O:8])[CH2:46][CH2:47][CH2:48][CH3:49] |f:3.4|.